Task: describe an organic reaction: reactants, conditions, products, and yield. Dataset: the Open Reaction Database (ORD), a public repository of structured organic reaction records Starting materials: CN(C)C=O (DMF), [Li]CCCC (n-BuLi), CCCCCC (hexane), C(C1=CC=CC=C1)OCN1C(=NC(=C1Br)Br)CC (1-[(Benzyloxy)methyl]-4,5-dibromo-2-ethylimidazole). The solvent is C1CCOC1 (THF). Reaction conditions: temperature -78 celsius, time 30 minute. Yields the product C(C1=CC=CC=C1)OCN1C(=NC(=C1C=O)Br)CC (1-[(Benzyloxy)methyl]-4-bromo-2-ethyl-5-formylimidazole). The yield is 93.2%. RXN SMILES: [CH2:1]([O:8][CH2:9][N:10]1[C:14](Br)=[C:13]([Br:16])[N:12]=[C:11]1[CH2:17][CH3:18])[C:2]1[CH:7]=[CH:6][CH:5]=[CH:4][CH:3]=1.[Li]CCCC.CCCCCC.CN([CH:33]=[O:34])C>C1COCC1>[CH2:1]([O:8][CH2:9][N:10]1[C:14]([CH:33]=[O:34])=[C:13]([Br:16])[N:12]=[C:11]1[CH2:17][CH3:18])[C:2]1[CH:7]=[CH:6][CH:5]=[CH:4][CH:3]=1. Procedure: A solution of 1-[(Benzyloxy)methyl]-4,5-dibromo-2-ethylimidazole (28.0 g, 75.0 mmol, Part A of example 544) in THF (300 mL) was cooled to −78° C. under nitrogen atmosphere and then added dropwise 1.6 M n-BuLi in hexane (51.75 mL, 82.5 mmol, Aldrich) over 30 mins. The mixture was stirred at −78° C. for 30 mins and then added DMF (16.5 g, 225 mmol, Aldrich) dropwise over 15 mins. The mixture was stirred at −78° C. for 30 mins. A small portion of the reaction mixture was quenched with satd. NH4Cl a... Starting materials: [Na] (sodium), Cl.C(CCCC)(=N)N (valeramidine hydrochloride), C1(CCCCC1)N=C=O (cyclohexyl isocyanate). The solvent is CC(=O)C (acetone), CC(=O)C (acetone). The product is C1(CCCCC1)NC(=O)NC(CCCC)=N (1-Cyclohexyl-3-(pentanimidoyl)urea). As a reaction SMILES: [Na].Cl.[C:3]([NH2:9])(=[NH:8])[CH2:4][CH2:5][CH2:6][CH3:7].[CH:10]1([N:16]=[C:17]=[O:18])[CH2:15][CH2:14][CH2:13][CH2:12][CH2:11]1>CC(C)=O>[CH:10]1([NH:16][C:17]([NH:8][C:3](=[NH:9])[CH2:4][CH2:5][CH2:6][CH3:7])=[O:18])[CH2:15][CH2:14][CH2:13][CH2:12][CH2:11]1 |f:1.2,^1:0|. Procedure details: Following a procedure similar to that described in Example 23 but using 8.4 g. sodium in 1100 ml. dry acetone, 50 g. valeramidine hydrochloride, and 46.4 g. cyclohexyl isocyanate in 300 ml. dry acetone there was obtained, after recrystallization from isopropyl alcohol 58.4 g. 1-cyclohexyl-3-(pentanimidoyl)urea hydrochloride; m.p. 146°-148°C. Reactants: [Br-], COCCCNc1nc(C(C)(C)C)ncc1C(=O)N(CC(C)C)C1CC(C(=O)N(C)OC)CN(C(=O)OC(C)(C)C)C1, C[Mg+], [Cl-], [NH4+], C1CCOC1. The product is COCCCNc1nc(C(C)(C)C)ncc1C(=O)N(CC(C)C)C1CC(C(C)=O)CN(C(=O)OC(C)(C)C)C1. RXN SMILES: [Br-:43].[C:1]([CH3:2])([CH3:3])([CH3:4])[c:5]1[n:6][cH:7][c:8]([C:17](=[O:18])[N:19]([CH:20]2[CH2:21][N:22]([C:32](=[O:33])[O:34][C:35]([CH3:36])([CH3:37])[CH3:38])[CH2:23][CH:24]([C:26]([N:27]([O:28][CH3:29])[CH3:30])=[O:31])[CH2:25]2)[CH2:39][CH:40]([CH3:41])[CH3:42])[c:9]([NH:11][CH2:12][CH2:13][CH2:14][O:15][CH3:16])[n:10]1.[CH3:44][Mg+:45].[Cl-:46].[NH4+:47].[O:48]1[CH2:49][CH2:50][CH2:51][CH2:52]1>>[C:1]([CH3:2])([CH3:3])([CH3:4])[c:5]1[n:6][cH:7][c:8]([C:17](=[O:18])[N:19]([CH:20]2[CH2:21][N:22]([C:32](=[O:33])[O:34][C:35]([CH3:36])([CH3:37])[CH3:38])[CH2:23][CH:24]([C:26](=[O:31])[CH3:44])[CH2:25]2)[CH2:39][CH:40]([CH3:41])[CH3:42])[c:9]([NH:11][CH2:12][CH2:13][CH2:14][O:15][CH3:16])[n:10]1. Reactants: C(C)C1=CC=CC=C1 (ethylbenzene), [O-]O.CC(C)C (isobutane hydroperoxide). Conditions: time 30 minute. The product is [O-]O.C(C)C1=CC=CC=C1 (Ethylbenzene hydroperoxide). Reaction SMILES: [CH2:1]([C:3]1[CH:8]=[CH:7][CH:6]=[CH:5][CH:4]=1)[CH3:2].[O-:9][OH:10].CC(C)C>>[O-:9][OH:10].[CH2:1]([C:3]1[CH:8]=[CH:7][CH:6]=[CH:5][CH:4]=1)[CH3:2] |f:1.2,3.4|. Procedure: Ethylbenzene hydroperoxide was prepared in a series of experiments. In the first experiment 100 ml. ethylbenzene were heated to 135° C. in a reactor. Five ml. of isobutane hydroperoxide initiator were added. Air was then bubbled through the reaction at a rate of 100 cc./per minute and a pressure of 140 psig. (965 kPa). The concentration of ethylbenzene hydroperoxide (EBHP) was determined at 30 minute intervals. This procedure was repeated several times except that 0.5 g. of sodium hydroxide, bar... Product: COc1cccc(C(=O)N2CCN(c3nc(NCCc4ccc(O)cc4)nc(N(C)CCCc4ccc(Cl)cc4)n3)CC2)c1. As a reaction SMILES: [CH3:44][O:45][c:46]1[cH:47][c:48]([C:49](=[O:50])[Cl:51])[cH:52][cH:53][cH:54]1.[CH:35]([N:36]([CH:37]([CH3:38])[CH3:39])[CH2:40][CH3:41])([CH3:42])[CH3:43].[Cl:1][c:2]1[cH:3][cH:4][c:5]([CH2:8][CH2:9][CH2:10][N:11]([c:12]2[n:13][c:14]([NH:24][CH2:25][CH2:26][c:27]3[cH:28][cH:29][c:30]([OH:33])[cH:31][cH:32]3)[n:15][c:16]([N:18]3[CH2:19][CH2:20][NH:21][CH2:22][CH2:23]3)[n:17]2)[CH3:34])[cH:6][cH:7]1.[Cl:55][CH2:56][Cl:57]>>[Cl:1][c:2]1[cH:3][cH:4][c:5]([CH2:8][CH2:9][CH2:10][N:11]([c:12]2[n:13][c:14]([NH:24][CH2:25][CH2:26][c:27]3[cH:28][cH:29][c:30]([OH:33])[cH:31][cH:32]3)[n:15][c:16]([N:18]3[CH2:19][CH2:20][N:21]([C:49]([c:48]4[cH:47][c:46]([O:45][CH3:44])[cH:54][cH:53][cH:52]4)=[O:50])[CH2:22][CH2:23]3)[n:17]2)[CH3:34])[cH:6][cH:7]1. Starting materials: COc1cccc(C(=O)Cl)c1, CCN(C(C)C)C(C)C, CN(CCCc1ccc(Cl)cc1)c1nc(NCCc2ccc(O)cc2)nc(N2CCNCC2)n1, ClCCl. Starting materials: ClC1=CC=C(C(=C1NS(=O)(=O)C)C)OCC#N (N-(6-chloro-3-cyanomethoxy-2-methylphenyl)-methanesulfonamide), Cl.N1C(=NCC1)COC=1C=C(C=CC1)NS(=O)(=O)C (N-[3-(4,5-dihydro-1H-imidazol-2-ylmethoxy)phenyl] methanesulfonamide hydrochloride), NC=1C=C(OCC#N)C=CC1 ((3-aminophenoxy)acetonitrile). Product: Cl.ClC1=CC=C(C(=C1NS(=O)(=O)C)C)OCC=1NCCN1 (N-[6-chloro-3-(4,5-dihydro-1H-imidazol-2-ylmethoxy)-2-methylphenyl]-methanesulfonamide hydrochloride). As a reaction SMILES: [Cl:1][C:2]1[C:7]([NH:8][S:9]([CH3:12])(=[O:11])=[O:10])=[C:6]([CH3:13])[C:5]([O:14][CH2:15][C:16]#[N:17])=[CH:4][CH:3]=1.Cl.[NH:19]1CCN=[C:20]1[CH2:24]OC1C=C(NS(C)(=O)=O)C=CC=1.NC1C=C(C=CC=1)OCC#N>>[ClH:1].[Cl:1][C:2]1[C:7]([NH:8][S:9]([CH3:12])(=[O:10])=[O:11])=[C:6]([CH3:13])[C:5]([O:14][CH2:15][C:16]2[NH:19][CH2:20][CH2:24][N:17]=2)=[CH:4][CH:3]=1 |f:1.2,4.5|. Reported procedure: N-[6-chloro-3-(4,5-dihydro-1H-imidazol-2-ylmethoxy)-2-methylphenyl]-methanesulfonamide hydrochloride was prepared from N-(6-chloro-3-cyanomethoxy-2-methylphenyl)-methanesulfonamide in a manner similar to that described in Example 1 for the preparation of N-[3-(4,5-dihydro-1H-imidazol-2-ylmethoxy)phenyl] methanesulfonamide hydrochloride from (3-aminophenoxy)acetonitrile. Starting materials: N1=CN=CC(=C1)C=O (Pyrimidine-5-carboxaldehyde), C1(=CC=C(C=C1)S(=O)(=O)O)C (p-toluene sulfonic acid), SCCO (2-mercaptoethanol). Run at time 8 hour. Product: O1C(SCC1)C=1C=NC=NC1 (5-(1,3-oxathiolan-2-yl)pyrimidine). As a reaction SMILES: [N:1]1[CH:6]=[C:5]([CH:7]=[O:8])[CH:4]=[N:3][CH:2]=1.C1(C)C=C[C:12]([S:15](O)(=O)=O)=[CH:11]C=1.SCCO>>[O:8]1[CH2:11][CH2:12][S:15][CH:7]1[C:5]1[CH:6]=[N:1][CH:2]=[N:3][CH:4]=1. Procedure details: Pyrimidine-5-carboxaldehyde (1 g, 9.25 mmol), p-toluene sulfonic acid (0.176 g, 0.95 mmol) and 2-mercaptoethanol (0.65 ml, 9.25 mmol) were all put in a 50 ml round bottomed flask, fitted with a condenser, drying tube and a Dean-stark trap. Toluene (30 ml) was added and the mixture refluxed with stirring overnight, cooled to room temperature and excess toluene evaporated in vacuo. Saturated sodium carbonate 10 ml was added and extracted with chloroform (7×10 ml). The extract was dried over MgSO4,... Reactants: CCOCC, CN(C(=O)Cl)c1ccc(C(O)(C(F)(F)F)C(F)(F)F)cc1, N. The product is CN(C(N)=O)c1ccc(C(O)(C(F)(F)F)C(F)(F)F)cc1. As a reaction SMILES: [CH3:23][CH2:24][O:25][CH2:26][CH3:27].[CH3:2][N:3]([C:4](=[O:5])[Cl:6])[c:7]1[cH:8][cH:9][c:10]([C:13]([C:14]([F:15])([F:16])[F:17])([C:18]([F:19])([F:20])[F:21])[OH:22])[cH:11][cH:12]1.[NH3:1]>>[NH2:1][C:4]([N:3]([CH3:2])[c:7]1[cH:8][cH:9][c:10]([C:13]([C:14]([F:15])([F:16])[F:17])([C:18]([F:19])([F:20])[F:21])[OH:22])[cH:11][cH:12]1)=[O:5]. Starting materials: ClC(=C(C)C)N(C)C ((1-chloro-2-methyl-1-propen-1-yl)dimethylamine), CNC (dimethylamine), OC(C(=O)O)C (2-Hydroxypropanoic acid), BrC=1C=C(C(=NC1)OC)N (5-bromo-2-(methyloxy)-3-pyridinamine). Solvent: C(Cl)Cl (DCM), C(Cl)Cl (DCM). Run at time 5 minute. Product: BrC=1C=C(C(=NC1)OC)NC(C(C)O)=O (N-[5-Bromo-2-(methyloxy)-3-pyridinyl]-2-hydroxypropanamide). Yield: 32.5%. Reaction SMILES: [OH:1][CH:2]([CH3:6])[C:3](O)=[O:4].ClC(N(C)C)=C(C)C.[Br:15][C:16]1[CH:17]=[C:18]([NH2:24])[C:19]([O:22][CH3:23])=[N:20][CH:21]=1.CNC>C(Cl)Cl>[Br:15][C:16]1[CH:17]=[C:18]([NH:24][C:3](=[O:4])[CH:2]([OH:1])[CH3:6])[C:19]([O:22][CH3:23])=[N:20][CH:21]=1. Procedure details: 2-Hydroxypropanoic acid (444 mg, 4.93 mmol) was dissolved in DCM (10 ml) and (1-chloro-2-methyl-1-propen-1-yl)dimethylamine (0.652 ml, 4.93 mmol) was added. The mixture was stirred for 5 mins, then 5-bromo-2-(methyloxy)-3-pyridinamine (500 mg, 2.463 mmol, available from Asymchem) was added and the reaction mixture was diluted with further DCM (5 ml). Stirring was continued at room temperature, then after 3 hours a further portion of chloro-2-methyl-1-propen-1-yl)dimethylamine (0.652 mL, 4.93 mmo... Reactants: C=C(C(=O)O)P(=O)(OCC)OCC, [CH2]C, C1CCOC1, [Cl-], [H-], [NH4+], [Na+], O=Cc1ncccc1O. Product: O=C(O)C1=Cc2ncccc2OC1. As a reaction SMILES: [CH2:12]([O:13][P:14]([O:15][CH2:16][CH3:22])([C:17]([C:18](=[O:19])[OH:20])=[CH2:21])=[O:23])[CH3:24].[CH2:25][CH3:26].[CH2:29]1[O:30][CH2:31][CH2:32][CH2:33]1.[Cl-:27].[H-:2].[NH4+:28].[Na+:1].[OH:3][c:4]1[c:5]([CH:10]=[O:11])[n:6][cH:7][cH:8][cH:9]1>>[O:3]1[c:4]2[c:5]([n:6][cH:7][cH:8][cH:9]2)[CH:10]=[C:17]([C:18](=[O:19])[OH:20])[CH2:21]1.